The task is: describe an organic reaction: reactants, conditions, products, and yield. This data is from the Open Reaction Database (ORD), a public repository of structured organic reaction records. The reactants are CNCC=O, O=C=Nc1nnc(C(F)(F)F)s1, c1ccccc1. Yields the product CN(CC=O)C(=O)Nc1nnc(C(F)(F)F)s1. RXN SMILES: [CH3:13][NH:14][CH2:15][CH:16]=[O:17].[F:1][C:2]([c:3]1[n:4][n:5][c:6]([N:8]=[C:9]=[O:10])[s:7]1)([F:11])[F:12].[cH:18]1[cH:19][cH:20][cH:21][cH:22][cH:23]1>>[F:1][C:2]([c:3]1[n:4][n:5][c:6]([NH:8][C:9](=[O:10])[N:14]([CH3:13])[CH2:15][CH:16]=[O:17])[s:7]1)([F:11])[F:12]. Starting materials: C1(=CC=C(C=C1)C(C)=NOCCO)C1=CC=CC=C1 (2-[1-(4-biphenylyl)-ethylideneaminooxy]ethanol), N(=NC(=O)OCC)C(=O)OCC (diethyl azodicarboxylate), OC1=CC=C(CC2C(N(C(S2)=O)C(C2=CC=CC=C2)(C2=CC=CC=C2)C2=CC=CC=C2)=O)C=C1 (5-(4-hydroxybenzyl)-3-tritylthiazolidine-2,4-dione), C1(=CC=CC=C1)P(C1=CC=CC=C1)C1=CC=CC=C1 (triphenylphosphine). Yields the product C1(=CC=C(C=C1)C(C)=NOCCOC1=CC=C(CC2C(N(C(S2)=O)C(C2=CC=CC=C2)(C2=CC=CC=C2)C2=CC=CC=C2)=O)C=C1)C1=CC=CC=C1 (5-(4-{2-[1-(4-Biphenylyl)ethylideneaminooxy]-ethoxy}benzyl)-3-tritylthiazolidine-2,4-dione). Yield: 71.5%. As a reaction SMILES: [C:1]1([C:14]2[CH:19]=[CH:18][CH:17]=[CH:16][CH:15]=2)[CH:6]=[CH:5][C:4]([C:7](=[N:9][O:10][CH2:11][CH2:12][OH:13])[CH3:8])=[CH:3][CH:2]=1.O[C:21]1[CH:53]=[CH:52][C:24]([CH2:25][CH:26]2[S:30][C:29](=[O:31])[N:28]([C:32]([C:45]3[CH:50]=[CH:49][CH:48]=[CH:47][CH:46]=3)([C:39]3[CH:44]=[CH:43][CH:42]=[CH:41][CH:40]=3)[C:33]3[CH:38]=[CH:37][CH:36]=[CH:35][CH:34]=3)[C:27]2=[O:51])=[CH:23][CH:22]=1.C1(P(C2C=CC=CC=2)C2C=CC=CC=2)C=CC=CC=1.N(C(OCC)=O)=NC(OCC)=O>>[C:1]1([C:14]2[CH:15]=[CH:16][CH:17]=[CH:18][CH:19]=2)[CH:6]=[CH:5][C:4]([C:7](=[N:9][O:10][CH2:11][CH2:12][O:13][C:21]2[CH:53]=[CH:52][C:24]([CH2:25][CH:26]3[S:30][C:29](=[O:31])[N:28]([C:32]([C:45]4[CH:50]=[CH:49][CH:48]=[CH:47][CH:46]=4)([C:39]4[CH:40]=[CH:41][CH:42]=[CH:43][CH:44]=4)[C:33]4[CH:38]=[CH:37][CH:36]=[CH:35][CH:34]=4)[C:27]3=[O:51])=[CH:23][CH:22]=2)[CH3:8])=[CH:3][CH:2]=1. Procedure details: Following a procedure similar to that described in Example 1(a), but using 170 mg of 2-[1-(4-biphenylyl)-ethylideneaminooxy]ethanol (prepared as described in Preparation 15), 238 mg of 5-(4-hydroxybenzyl)-3-tritylthiazolidine-2,4-dione, 175 mg of triphenylphosphine and 116 mg of diethyl azodicarboxylate, 257 mg of the title compound were obtained as a crystalline powder, melting at 145° C. Procedure: 4,4,5,5,5-Pentafluoro-1-(4′-methylsulfanyl-biphenyl-3-yl)-pent-1-en-3-one (200.0 mg, 0.54 mmol) prepared in Step 3 of Preparation 4, 2,4-dichlorophenylhydrazine hydrochloride (127.0 mg, 0.59 mmol) and conc. hydrochloric acid (200.0 uL) were added to ethanol (5.0 mL). The reaction mixture was stirred at 100° C. for 18 hours, quenched with a saturated solution of sodium hydrogen carbonate, and then extracted with ethyl acetate three times. The combined extract was washed with brine, dried on anhyd... Conditions: temperature 100 celsius, time 18 hour. Reaction SMILES: [F:1][C:2]([F:25])([C:21]([F:24])([F:23])[F:22])[C:3](=O)[CH:4]=[CH:5][C:6]1[CH:7]=[C:8]([C:12]2[CH:17]=[CH:16][C:15]([S:18][CH3:19])=[CH:14][CH:13]=2)[CH:9]=[CH:10][CH:11]=1.Cl.[Cl:27][C:28]1[CH:33]=[C:32]([Cl:34])[CH:31]=[CH:30][C:29]=1[NH:35][NH2:36].Cl>C(O)C>[Cl:27][C:28]1[CH:33]=[C:32]([Cl:34])[CH:31]=[CH:30][C:29]=1[N:35]1[CH:5]([C:6]2[CH:7]=[C:8]([C:12]3[CH:17]=[CH:16][C:15]([S:18][CH3:19])=[CH:14][CH:13]=3)[CH:9]=[CH:10][CH:11]=2)[CH2:4][C:3]([C:2]([F:25])([F:1])[C:21]([F:24])([F:23])[F:22])=[N:36]1 |f:1.2|. The reactants are FC(C(C=CC=1C=C(C=CC1)C1=CC=C(C=C1)SC)=O)(C(F)(F)F)F (4,4,5,5,5-Pentafluoro-1-(4′-methylsulfanyl-biphenyl-3-yl)-pent-1-en-3-one), Cl.ClC1=C(C=CC(=C1)Cl)NN (2,4-dichlorophenylhydrazine hydrochloride), Cl (hydrochloric acid). Isolated yield 32.1%. The solvent is C(C)O (ethanol). Product: ClC1=C(C=CC(=C1)Cl)N1N=C(CC1C=1C=C(C=CC1)C1=CC=C(C=C1)SC)C(C(F)(F)F)(F)F (1-(2,4-dichloro-phenyl)-5-(4′-methylsulfanyl-biphenyl-3-yl)-3-pentafluoroethyl-4,5-dihydro-1H-pyrazole). Reactants: O (water), BrC1=CC=C(C2=C(C=CC=C12)CBr)CBr (1-bromo-4,5-bis(bromomethyl)-naphthalene), O.O.O.O.O.O.O.O.O.[S-2].[Na+].[Na+] (sodium sulfide nonahydrate), S(=O)(=O)([O-])[O-].[Na+].[Na+] (sodium sulfate), O (water). Solvent: CN(C=O)C (dimethylformamide). The product is BrC=1C=CC=2CSCC=3C2C1C=CC3 (6-bromo-1H,3H-naphtho[1,8-cd]thiopyran). Reaction SMILES: [Br:1][C:2]1[C:11]2[C:6](=[C:7]([CH2:12]Br)[CH:8]=[CH:9][CH:10]=2)[C:5]([CH2:14]Br)=[CH:4][CH:3]=1.O.O.O.O.O.O.O.O.O.[S-2].[Na+].[Na+].[S:28]([O-])([O-])(=O)=O.[Na+].[Na+].O>CN(C)C=O>[Br:1][C:2]1[CH:3]=[CH:4][C:5]2[CH2:14][S:28][CH2:12][C:7]3[C:6]=2[C:11]=1[CH:10]=[CH:9][CH:8]=3 |f:1.2.3.4.5.6.7.8.9.10.11.12,13.14.15|. Procedure: A mixture of 1-bromo-4,5-bis(bromomethyl)-naphthalene (0.38 g, 0.97 mmol) and sodium sulfide nonahydrate (0.25 g, 1.04 mmol) in dimethylformamide (13 mL) was stirred at room temperature for 5 h, in the presence of sodium sulfate as scavenger for the water. The reaction mixture was poured into water and extracted into diethyl ether. The combined organic extracts were washed with water, dried (Na2SO4) and concentrated to dryness, to yield 6-bromo-1H,3H-naphtho[1,8-cd]thiopyran as a pale yellow sol... Starting materials: O=C([O-])O, O=C1c2cccc(OCc3ccccc3)c2C(=O)N1CC1CC2(CCN1)OCCO2, C1COCCO1, Cl, [Na+]. Product: O=C1CCNC(CN2C(=O)c3cccc(OCc4ccccc4)c3C2=O)C1. Reaction SMILES: [C:32](=[O:33])([OH:34])[O-:35].[CH2:1]([c:2]1[cH:3][cH:4][cH:5][cH:6][cH:7]1)[O:8][c:9]1[c:10]2[c:14]([cH:15][cH:16][cH:17]1)[C:13](=[O:18])[N:12]([CH2:19][CH:20]1[CH2:21][C:22]3([O:23][CH2:26][CH2:25][O:24]3)[CH2:27][CH2:28][NH:29]1)[C:11]2=[O:30].[CH2:37]1[O:38][CH2:39][CH2:40][O:41][CH2:42]1.[ClH:31].[Na+:36]>>[CH2:1]([c:2]1[cH:3][cH:4][cH:5][cH:6][cH:7]1)[O:8][c:9]1[c:10]2[c:14]([cH:15][cH:16][cH:17]1)[C:13](=[O:18])[N:12]([CH2:19][CH:20]1[CH2:21][C:22](=[O:23])[CH2:27][CH2:28][NH:29]1)[C:11]2=[O:30]. Starting materials: Cl (hydrochloric acid), Cl.N1CC(C1)O (3-azetidinol hydrochloride), [OH-].[Na+] (sodium hydroxide), ClCCCOCCC=1C=CC2=C(C=CS2)C1 (5-[2-(3-chloropropoxy)ethyl]-1-benzothiophene). Solvent: C(C)(=O)OCC (ethyl acetate), O (water), CS(=O)C (dimethyl sulfoxide). Reaction conditions: temperature 65 celsius, time 3.5 hour. Yields the product S1C=CC2=C1C=CC(=C2)CCOCCCN2CC(C2)O (1-{3-[2-(1-benzothiophen-5-yl)ethoxy]propyl}-3-azetidinol). Yield: 64.2%. RXN SMILES: Cl[CH2:2][CH2:3][CH2:4][O:5][CH2:6][CH2:7][C:8]1[CH:9]=[CH:10][C:11]2[S:15][CH:14]=[CH:13][C:12]=2[CH:16]=1.Cl.[NH:18]1[CH2:21][CH:20]([OH:22])[CH2:19]1.[OH-].[Na+].Cl>CS(C)=O.C(OCC)(=O)C.O>[S:15]1[C:11]2[CH:10]=[CH:9][C:8]([CH2:7][CH2:6][O:5][CH2:4][CH2:3][CH2:2][N:18]3[CH2:21][CH:20]([OH:22])[CH2:19]3)=[CH:16][C:12]=2[CH:13]=[CH:14]1 |f:1.2,3.4|. Procedure details: In 30 mL of dimethyl sulfoxide was dissolved 6.50 g of 5-[2-(3-chloropropoxy)ethyl]-1-benzothiophene, and to the solution were added 5.60 g of 3-azetidinol hydrochloride and 15.3 mL of a 5.mol/L aqueous sodium hydroxide solution, after which the resulting mixture was stirred at 65° C. for 3.5 hours. After the reaction mixture was cooled, water and ethyl acetate were added thereto and the pH was adjusted to 1 with 6 mol/L hydrochloric acid, and the aqueous layer was separated. Ethyl acetate was a... The reactants are XIX, ClC1=CC=C(C=C1)C[C@H](C(N1CCN(CC1)C1=C(C=CC=C1)NC(=O)C=1C=NC=CC1)=O)NC(=O)[C@H]1N(CC2=CC=CC=C2C1)C(=O)OC(C)(C)C (tert-butyl 3-[N-((1R)-1-[(4-chlorophenyl)methyl]-2-oxo-2-{4-[2-(3-pyridylcarbonyl-amino)phenyl]piperazinyl}-ethyl)carbamoyl](3S)-1,2,3,4-tetrahydroisoquinoline-2-carboxylate), NC1=C(C=CC=C1)N1CCN(CC1)C([C@@H](CC1=CC=C(C=C1)Cl)NC(=O)[C@H]1N(CC2=CC=CC=C2C1)C(=O)OC(C)(C)C)=O (tert-butyl 3-(N-{(1R)-2-[4-(2-aminophenyl)piperazinyl]-1-[(4-chlorophenyl)methyl]-2-oxoethyl}carbamoyl)(3S)-1,2,3,4-tetrahydroisoquinoline-2-carboxylate), C(C1=CN=CC=C1)(=O)O (nicotinic acid), 1-(3-dimethylamino-propyl)-3-ethylcarbodiimide methiodide, C1=CC2=C(N=C1)N(N=N2)O (HOAT). The product is ClC1=CC=C(C=C1)C[C@H](C(N1CCN(CC1)C1=C(C=CC=C1)NC(=O)C=1C=NC=CC1)=O)NC(=O)[C@H]1NCC2=CC=CC=C2C1 (N-((1R)-1-[(4-Chlorophenyl)methyl]-2-oxo-2-{4-[2-(3-pyridylcarbonylamino)phenyl]piperazinyl}ethyl)((3S)(3-1,2,3,4-tetrahydroisoquinolyl))carboxamide). Reaction SMILES: [Cl:1][C:2]1[CH:7]=[CH:6][C:5]([CH2:8][C@@H:9]([NH:33][C:34]([C@@H:36]2[CH2:45][C:44]3[C:39](=[CH:40][CH:41]=[CH:42][CH:43]=3)[CH2:38][N:37]2C(OC(C)(C)C)=O)=[O:35])[C:10](=[O:32])[N:11]2[CH2:16][CH2:15][N:14]([C:17]3[CH:22]=[CH:21][CH:20]=[CH:19][C:18]=3[NH:23][C:24]([C:26]3[CH:27]=[N:28][CH:29]=[CH:30][CH:31]=3)=[O:25])[CH2:13][CH2:12]2)=[CH:4][CH:3]=1.NC1C=CC=CC=1N1CCN(C(=O)[C@H](NC([C@@H]2CC3C(=CC=CC=3)CN2C(OC(C)(C)C)=O)=O)CC2C=CC(Cl)=CC=2)CC1.C(O)(=O)C1C=CC=NC=1.C1C=NC2N(O)N=NC=2C=1>>[Cl:1][C:2]1[CH:3]=[CH:4][C:5]([CH2:8][C@@H:9]([NH:33][C:34]([C@@H:36]2[CH2:45][C:44]3[C:39](=[CH:40][CH:41]=[CH:42][CH:43]=3)[CH2:38][NH:37]2)=[O:35])[C:10](=[O:32])[N:11]2[CH2:12][CH2:13][N:14]([C:17]3[CH:22]=[CH:21][CH:20]=[CH:19][C:18]=3[NH:23][C:24]([C:26]3[CH:27]=[N:28][CH:29]=[CH:30][CH:31]=3)=[O:25])[CH2:15][CH2:16]2)=[CH:6][CH:7]=1. Procedure: Following the procedure for the synthesis of Preparation XIX, tert-butyl 3-[N-((1R)-1-[(4-chlorophenyl)methyl]-2-oxo-2-{4-[2-(3-pyridylcarbonyl-amino)phenyl]piperazinyl}-ethyl)carbamoyl](3S)-1,2,3,4-tetrahydroisoquinoline-2-carboxylate was prepared from tert-butyl 3-(N-{(1R)-2-[4-(2-aminophenyl)piperazinyl]-1-[(4-chlorophenyl)methyl]-2-oxoethyl}carbamoyl)(3S)-1,2,3,4-tetrahydroisoquinoline-2-carboxylate (Preparation IX) (250 mg, 0.40 mmol), nicotinic acid (54 mg, 0.44 mmol) (Aldrich), 1-(3-dimet...